Dataset: the Open Reaction Database (ORD), a public repository of structured organic reaction records. Task: describe an organic reaction: reactants, conditions, products, and yield The reactants are C(C)(=O)C1=C(N=C(S1)N)C (5-Acetyl-2-amino-4-methylthiazole), C(C)(=O)Cl (acetyl chloride), mixture, N1=CC=CC=C1 (pyridine). The solvent is C1CCOC1.C(Cl)Cl (THF DCM). Conditions: temperature 0 celsius, time 2 hour. The product is C(C)(=O)C1=C(N=C(S1)NC(C)=O)C (N-(5-acetyl-4-methyl-1,3-thiazol-2-yl)acetamide). Isolated yield 83.6%. RXN SMILES: [C:1]([C:4]1[S:8][C:7]([NH2:9])=[N:6][C:5]=1[CH3:10])(=[O:3])[CH3:2].N1C=CC=CC=1.[C:17](Cl)(=[O:19])[CH3:18]>C1COCC1.C(Cl)Cl>[C:1]([C:4]1[S:8][C:7]([NH:9][C:17](=[O:19])[CH3:18])=[N:6][C:5]=1[CH3:10])(=[O:3])[CH3:2] |f:3.4|. Reported procedure: 5-Acetyl-2-amino-4-methylthiazole (P5)(Flrochem)(12.4 g, 79 mmol) is suspended in THF/DCM 3:2 mixture (150 ml). The mixture is cooled down to 0° C. and pyridine (16 ml) is added, followed by the dropwise addition of acetyl chloride (8.43 ml, 119 mmol, 1.5 eq.). The mixture is stirred 2 hours at 0° C. As the acetylation is complete, the reaction is quenched with addition of water (70 ml) and diluted with EtOAc (100 ml). The two phases are separated and the organic phase is washed with one portion...